From a dataset of the Open Reaction Database (ORD), a public repository of structured organic reaction records. describe an organic reaction: reactants, conditions, products, and yield Starting materials: COC1=CC=C(C=C1)C1=CC(C=C(O1)C(=O)OCC)=O (ethyl 6-(4-methoxyphenyl)-4-oxo-4H-pyran-2-carboxylate), N (ammonia). Run in C(C)O (ethanol). Product: COC1=CC=C(C=C1)C1=CC(C=C(O1)C(=O)N)=O (6-(4-Methoxyphenyl)-4-oxo-4H-pyran-2-carboxamide). RXN SMILES: [CH3:1][O:2][C:3]1[CH:8]=[CH:7][C:6]([C:9]2[O:14][C:13]([C:15](OCC)=[O:16])=[CH:12][C:11](=[O:20])[CH:10]=2)=[CH:5][CH:4]=1.[NH3:21]>C(O)C>[CH3:1][O:2][C:3]1[CH:8]=[CH:7][C:6]([C:9]2[O:14][C:13]([C:15]([NH2:21])=[O:16])=[CH:12][C:11](=[O:20])[CH:10]=2)=[CH:5][CH:4]=1. Procedure details: A mixture of ethyl 6-(4-methoxyphenyl)-4-oxo-4H-pyran-2-carboxylate (27.4 g), ammonia solution (30%, 50 ml) and ethanol (300 ml) was heated under reflux for an hour. The yellow solid which precipitated on cooling was filtered off and recrystallised from acetic acid-ethanol to yield the title product (mp 303°-308° C. with decomposition). Reactants: O.C(Cl)Cl (H2O methylene chloride), [Cl-].[Al+3].[Cl-].[Cl-] (aluminium chloride), [Cl-].C(C)OC(CCCC(=O)O)=O (glutaric acid monoethyl ester chloride), C1(=CC=CC=C1)OC1=CC=CC=C1 (diphenylether). Run in ClC(C)Cl (dichloroethane). Run at time 15 minute. Product: C(C)OC(CCCC(C1=CC=C(C=C1)OC1=CC=CC=C1)=O)=O (5-Oxo-5(4-phenoxyphenyl)-pentanoic acid ethyl ester). RXN SMILES: [Cl-].[Al+3].[Cl-].[Cl-].[Cl-].[CH2:6]([O:8][C:9](=[O:16])[CH2:10][CH2:11][CH2:12][C:13]([OH:15])=O)[CH3:7].[C:17]1([O:23][C:24]2[CH:29]=[CH:28][CH:27]=[CH:26][CH:25]=2)[CH:22]=[CH:21][CH:20]=[CH:19][CH:18]=1.O.C(Cl)Cl>ClC(Cl)C>[CH2:6]([O:8][C:9](=[O:16])[CH2:10][CH2:11][CH2:12][C:13](=[O:15])[C:27]1[CH:28]=[CH:29][C:24]([O:23][C:17]2[CH:22]=[CH:21][CH:20]=[CH:19][CH:18]=2)=[CH:25][CH:26]=1)[CH3:7] |f:0.1.2.3,4.5,7.8|. Procedure: 93 g aluminium chloride are added over 15 minutes at -10° C. to a solution of 52.0 g glutaric acid monoethyl ester chloride [Cl--CO--(CH2)3 --COOC2H5 ]. The mixture is stirred for 15 mins. at 0° to 10° C. and then added portion-wise over a period of 20 mins. at -5° to 10° C. to a pre-prepared solution of 50.0 g diphenylether in 150 ml dichloroethane. The reaction mixture is allowed to rise slowly to room temperature and is then stirred for 12 hours, poured onto ice and shaken well with H2O/methy... Reactants: COC(=O)C(Cc1c[nH]c2ccccc12)NC(=O)C(Cc1c[nH]cn1)NC(=O)OCc1ccccc1, CO, [Na+], [OH-], O. The product is O=C(NC(Cc1c[nH]cn1)C(=O)NC(Cc1c[nH]c2ccccc12)C(=O)O)OCc1ccccc1. RXN SMILES: [CH3:3][O:4][C:5]([CH:6]([NH:7][C:8]([CH:9]([NH:10][C:11](=[O:12])[O:13][CH2:14][c:15]1[cH:16][cH:17][cH:18][cH:19][cH:20]1)[CH2:21][c:22]1[cH:23][nH:24][cH:25][n:26]1)=[O:27])[CH2:28][c:29]1[cH:30][nH:31][c:32]2[cH:33][cH:34][cH:35][cH:36][c:37]12)=[O:38].[CH3:40][OH:41].[Na+:2].[OH-:1].[OH2:39]>>[O:4]=[C:5]([CH:6]([NH:7][C:8]([CH:9]([NH:10][C:11](=[O:12])[O:13][CH2:14][c:15]1[cH:16][cH:17][cH:18][cH:19][cH:20]1)[CH2:21][c:22]1[cH:23][nH:24][cH:25][n:26]1)=[O:27])[CH2:28][c:29]1[cH:30][nH:31][c:32]2[cH:33][cH:34][cH:35][cH:36][c:37]12)[OH:38]. Reactants: [Al+3], O=C([O-])C(O)C(O)C(=O)[O-], CCOCC, CCOC(C)=O, [H-], [H-], [H-], [H-], [K+], [Li+], [Na+], COC(=O)c1ccc2nsnc2c1. Yields the product OCc1ccc2nsnc2c1. As a reaction SMILES: [Al+3:2].[C:20]([CH:21]([CH:22]([C:23]([O-:24])=[O:25])[OH:26])[OH:27])([O-:28])=[O:29].[CH3:32][CH2:33][O:34][CH2:35][CH3:36].[CH3:37][CH2:38][O:39][C:40](=[O:41])[CH3:42].[H-:1].[H-:4].[H-:5].[H-:6].[K+:31].[Li+:3].[Na+:30].[n:7]1[s:8][n:9][c:10]2[c:11]1[cH:12][cH:13][c:14]([C:16](=[O:17])[O:18][CH3:19])[cH:15]2>>[n:7]1[s:8][n:9][c:10]2[c:11]1[cH:12][cH:13][c:14]([CH2:16][OH:17])[cH:15]2. Reactants: CN(C)C=O (DMF), C=1C=CC2=C(C1)N=NN2O (HOBT), N1[C@H](C(=O)OCC2=CC=CC=C2)CCC1.Cl (H-Pro-OBzl.HCl), N([C@@H]([C@H](OCC1=CC=CC=C1)C)C(=O)O)C(=O)OC(C)(C)C (BOC-Thr(Bzl)-OH). The solvent is C1CCOC1 (THF). Reaction conditions: time 8 hour. Product: N([C@@H]([C@H](OCC1=CC=CC=C1)C)C(=O)N1[C@H](C(=O)OCC2=CC=CC=C2)CCC1)C(=O)OC(C)(C)C (BOC-Thr(Bzl)-Pro-OBzl). The yield is 108.8%. RXN SMILES: [NH:1]([C:16]([O:18][C:19]([CH3:22])([CH3:21])[CH3:20])=[O:17])[C@H:2]([C:13]([OH:15])=O)[C@@H:3]([CH3:12])[O:4][CH2:5][C:6]1[CH:11]=[CH:10][CH:9]=[CH:8][CH:7]=1.C1C=CC2N(O)N=NC=2C=1.[NH:33]1[CH2:47][CH2:46][CH2:45][C@H:34]1[C:35]([O:37][CH2:38][C:39]1[CH:44]=[CH:43][CH:42]=[CH:41][CH:40]=1)=[O:36].Cl.CN(C=O)C>C1COCC1>[NH:1]([C:16]([O:18][C:19]([CH3:22])([CH3:21])[CH3:20])=[O:17])[C@H:2]([C:13]([N:33]1[CH2:47][CH2:46][CH2:45][C@H:34]1[C:35]([O:37][CH2:38][C:39]1[CH:40]=[CH:41][CH:42]=[CH:43][CH:44]=1)=[O:36])=[O:15])[C@@H:3]([CH3:12])[O:4][CH2:5][C:6]1[CH:7]=[CH:8][CH:9]=[CH:10][CH:11]=1 |f:2.3|. Reported procedure: BOC-Thr(Bzl)-OH (32.88 g, 0.15 M) was dissolved in THF (100 ml). HOBT (20.94 g, 0.155 M) and H-Pro-OBzl.HCl (37.47 g, 0.155 M) were added thereto, and DMF (200 ml) was added to prepare a solution. WSCI (28.37 ml, 0.155 M) was added dropwise during 10 minutes while cooling with a freezing mixture, then the mixture was stirred at room temperature overnight. The solvent was distilled off in vacuo. Ethyl acetate (500 ml) was added to the residue, which was then washed with 5% aqueous sodium bicarbon... RXN SMILES: [C:28]([CH:29]([CH3:30])[CH3:31])(=[O:32])[NH:33][c:34]1[cH:35][cH:36][c:37]([C:38](=[O:39])[OH:40])[cH:41][cH:42]1.[CH3:17][N:18]([CH3:19])[CH:20]=[O:21].[CH3:59][CH2:60][O:61][C:62](=[O:63])[CH3:64].[Cl:22][C:23]([C:24]([Cl:25])=[O:26])=[O:27].[N+:1](=[O:2])([O-:3])[c:4]1[c:5]([NH2:6])[cH:7][cH:8][cH:9][cH:10]1.[N+:43]([c:44]1[cH:45][cH:46][cH:47][cH:48][c:49]1[NH2:50])([O-:51])=[O:52].[cH:53]1[cH:54][cH:55][n:56][cH:57][cH:58]1.[n:11]1[cH:12][cH:13][cH:14][cH:15][cH:16]1>>[N+:1](=[O:2])([O-:3])[c:4]1[c:5]([NH:6][C:38]([c:37]2[cH:36][cH:35][c:34]([NH:33][C:28]([CH:29]([CH3:30])[CH3:31])=[O:32])[cH:42][cH:41]2)=[O:39])[cH:7][cH:8][cH:9][cH:10]1. Yields the product CC(C)C(=O)Nc1ccc(C(=O)Nc2ccccc2[N+](=O)[O-])cc1. Reactants: CC(C)C(=O)Nc1ccc(C(=O)O)cc1, CN(C)C=O, CCOC(C)=O, O=C(Cl)C(=O)Cl, Nc1ccccc1[N+](=O)[O-], Nc1ccccc1[N+](=O)[O-], c1ccncc1, c1ccncc1.